From a dataset of the Open Reaction Database (ORD), a public repository of structured organic reaction records. describe an organic reaction: reactants, conditions, products, and yield Reactants: C1CCC2=NCCCN2CC1, ClCCl, O=Cc1ccc([N+](=O)[O-])cc1, O=Nc1ccccc1. The product is O=C(c1ccc([N+](=O)[O-])cc1)N(O)c1ccccc1. Reaction SMILES: [CH2:1]1[CH2:2][CH2:3][C:4]2=[N:9][CH2:8][CH2:7][CH2:6][N:5]2[CH2:10][CH2:11]1.[Cl:31][CH2:32][Cl:33].[N+:12](=[O:13])([O-:14])[c:15]1[cH:16][cH:17][c:18]([CH:19]=[O:20])[cH:21][cH:22]1.[O:23]=[N:24][c:25]1[cH:26][cH:27][cH:28][cH:29][cH:30]1>>[N+:12](=[O:13])([O-:14])[c:15]1[cH:16][cH:17][c:18]([C:19](=[O:20])[N:24]([OH:23])[c:25]2[cH:26][cH:27][cH:28][cH:29][cH:30]2)[cH:21][cH:22]1. Reactants: C#CCN, ClCCl, O=C(O)c1ccc(Cl)s1, CN(C)C=O. Product: C#CCNC(=O)c1ccc(Cl)s1. As a reaction SMILES: [CH2:10]([C:11]#[CH:12])[NH2:13].[Cl:14][CH2:15][Cl:16].[Cl:1][c:2]1[cH:3][cH:4][c:5]([C:7](=[O:8])[OH:9])[s:6]1.[O:17]=[CH:18][N:19]([CH3:20])[CH3:21]>>[Cl:1][c:2]1[cH:3][cH:4][c:5]([C:7](=[O:9])[NH:13][CH2:10][C:11]#[CH:12])[s:6]1. The reactants are CCOC(=O)c1[nH]c2ccc(OCc3ccccc3)cc2c1-c1ccccc1, CCOC(=O)CCCCBr, CN(C)C=O, [H-], [Na+]. Yields the product CCOC(=O)CCCCn1c(C(=O)OCC)c(-c2ccccc2)c2cc(OCc3ccccc3)ccc21. Reaction SMILES: [CH2:1]([CH3:2])[O:3][C:4](=[O:5])[c:6]1[nH:7][c:8]2[cH:9][cH:10][c:11]([O:21][CH2:22][c:23]3[cH:24][cH:25][cH:26][cH:27][cH:28]3)[cH:12][c:13]2[c:14]1-[c:15]1[cH:16][cH:17][cH:18][cH:19][cH:20]1.[CH2:31]([CH3:32])[O:33][C:34]([CH2:35][CH2:36][CH2:37][CH2:38][Br:39])=[O:40].[CH3:41][N:42]([CH3:43])[CH:44]=[O:45].[H-:29].[Na+:30]>>[CH2:1]([CH3:2])[O:3][C:4](=[O:5])[c:6]1[n:7]([CH2:38][CH2:37][CH2:36][CH2:35][C:34]([O:33][CH2:31][CH3:32])=[O:40])[c:8]2[cH:9][cH:10][c:11]([O:21][CH2:22][c:23]3[cH:24][cH:25][cH:26][cH:27][cH:28]3)[cH:12][c:13]2[c:14]1-[c:15]1[cH:16][cH:17][cH:18][cH:19][cH:20]1. The reactants are C[Si](C#CC)(C)C (1-(trimethylsilyl)-1-propyne), [F-].C(CCC)[N+](CCCC)(CCCC)CCCC (tetrabutyl ammonium fluoride), IC=1C(=CC(=C(OC=2C(=NC(=NC2)N)N)C1)C(C)C)OC (5-(5-Iodo-2-isopropyl-4-methoxy-phenoxy)-pyrimidine-2,4-diamine), C[Si](C#CC)(C)C (1-(trimethylsilyl)-1-propyne), [F-].C(CCC)[N+](CCCC)(CCCC)CCCC (tetrabutyl ammonium fluoride), C1CCOC1 (THF), NaHCO4. The reagents and catalysts are Cl[Pd]([P](C1=CC=CC=C1)(C2=CC=CC=C2)C3=CC=CC=C3)([P](C4=CC=CC=C4)(C5=CC=CC=C5)C6=CC=CC=C6)Cl (bis(triphenylphosphine)-Palladium dichloride), Cl[Pd]([P](C1=CC=CC=C1)(C2=CC=CC=C2)C3=CC=CC=C3)([P](C4=CC=CC=C4)(C5=CC=CC=C5)C6=CC=CC=C6)Cl (bis(triphenylphosphine)palladium dichloride). Run in C(C)O (ethanol). Conditions: temperature 50 celsius, time 22 hour. Yields the product C(C)(C)C1=C(OC=2C(=NC(=NC2)N)N)C=C(C(=C1)OC)C#CC (5-(2-isopropyl-4-methoxy-5-prop-1-ynyl-phenoxy)-pyrimidine-2,4-diamine). Yield: 118.5%. RXN SMILES: I[C:2]1[C:3]([O:20][CH3:21])=[CH:4][C:5]([CH:17]([CH3:19])[CH3:18])=[C:6]([CH:16]=1)[O:7][C:8]1[C:9]([NH2:15])=[N:10][C:11]([NH2:14])=[N:12][CH:13]=1.C[Si](C)(C)[C:24]#[C:25][CH3:26].[F-].C([N+](CCCC)(CCCC)CCCC)CCC.C1COCC1>Cl[Pd](Cl)([P](C1C=CC=CC=1)(C1C=CC=CC=1)C1C=CC=CC=1)[P](C1C=CC=CC=1)(C1C=CC=CC=1)C1C=CC=CC=1.C(O)C>[CH:17]([C:5]1[CH:4]=[C:3]([O:20][CH3:21])[C:2]([C:24]#[C:25][CH3:26])=[CH:16][C:6]=1[O:7][C:8]1[C:9]([NH2:15])=[N:10][C:11]([NH2:14])=[N:12][CH:13]=1)([CH3:19])[CH3:18] |f:2.3,^1:54,73|. Procedure details: 5-(5-Iodo-2-isopropyl-4-methoxy-phenoxy)-pyrimidine-2,4-diamine (1.0 g, 2.5 mmol), bis(triphenylphosphine)palladium dichloride (290 mg, 0.25 mmol), 1-(trimethylsilyl)-1-propyne (0.44 mL, 3 mmol) and tetrabutyl ammonium fluoride (3 mL, 3 mmol) were added to 20 mL dry THF under nitrogen. The reaction mixture was stirred under nitrogen at 50° C. for 22 hours, then 150 mg of bis(triphenylphosphine)-Palladium dichloride, 0.22 mL of 1-(trimethylsilyl)-1-propyne and 1.5 mL tetrabutyl ammonium fluoride,... Reactants: ammonium sulfide, C(C)O (ethanol), ClC=1C=CC(=C(C1)[N+](=O)[O-])C(F)(F)F (5-chloro-2-trifluoromethylnitrobenzene). Run in O (water). Reaction conditions: temperature 75 celsius. Yields the product ClC=1C=CC(=C(N)C1)C(F)(F)F (5-chloro-2-trifluoromethylaniline). Reaction SMILES: [NH4+]=S.C(O)C.[Cl:6][C:7]1[CH:8]=[CH:9][C:10]([C:16]([F:19])([F:18])[F:17])=[C:11]([N+:13]([O-])=O)[CH:12]=1>O>[Cl:6][C:7]1[CH:8]=[CH:9][C:10]([C:16]([F:17])([F:18])[F:19])=[C:11]([CH:12]=1)[NH2:13]. Procedure: Aqueous ammonium sulfide (60 g., 52-60%) is added dropwise to a warm (75° C.), stirred ethanol solution of 5-chloro-2-trifluoromethylnitrobenzene (22.6 g., 0.1 mole) and the resulting mixture is heated for four hours at a heating bath temperature of 97° C. and then allowed to cool to room temperature. The reaction mixture is poured into water, and the organic product is extracted with diethyl ether. After washing and drying the ether solution, the ether is removed by evaporation to give 5-chloro... The reactants are CCO, Cl, [Fe], O, CCOC(=O)CC1OB(O)c2cc(Oc3nnc([N+](=O)[O-])s3)cc(C)c21. The product is CCOC(=O)CC1OB(O)c2cc(Oc3nnc(N)s3)cc(C)c21. As a reaction SMILES: [CH3:29][CH2:30][OH:31].[ClH:1].[Fe:32].[OH2:2].[OH:3][B:4]1[O:5][CH:6]([CH2:23][C:24](=[O:25])[O:26][CH2:27][CH3:28])[c:7]2[c:8]1[cH:9][c:10]([O:14][c:15]1[s:16][c:17]([N+:20]([O-:21])=[O:22])[n:18][n:19]1)[cH:11][c:12]2[CH3:13]>>[OH:3][B:4]1[O:5][CH:6]([CH2:23][C:24](=[O:25])[O:26][CH2:27][CH3:28])[c:7]2[c:8]1[cH:9][c:10]([O:14][c:15]1[s:16][c:17]([NH2:20])[n:18][n:19]1)[cH:11][c:12]2[CH3:13]. Starting materials: CC(=O)O, O=[N+]([O-])c1cc(C(O)CCl)ccc1OCc1ccccc1, C1CCOC1, [Na+], [OH-], O. The product is O=[N+]([O-])c1cc(C2CO2)ccc1OCc1ccccc1. RXN SMILES: [C:24]([OH:25])(=[O:26])[CH3:27].[CH2:1]([c:2]1[cH:3][cH:4][cH:5][cH:6][cH:7]1)[O:8][c:9]1[c:10]([N+:19](=[O:20])[O-:21])[cH:11][c:12]([CH:15]([CH2:16][Cl:17])[OH:18])[cH:13][cH:14]1.[CH2:29]1[O:30][CH2:31][CH2:32][CH2:33]1.[Na+:23].[OH-:22].[OH2:28]>>[CH2:1]([c:2]1[cH:3][cH:4][cH:5][cH:6][cH:7]1)[O:8][c:9]1[c:10]([N+:19](=[O:20])[O-:21])[cH:11][c:12]([CH:15]2[CH2:16][O:18]2)[cH:13][cH:14]1. Reactants: BrCc1ccccc1, C[N+](C)(C)Cc1ccccc1, [Cl-], ClCCl, [Na+], [OH-], O, CC(C)(C)OC(=O)NCCO. Product: CC(C)(C)OC(=O)NCCOCc1ccccc1. As a reaction SMILES: [Br:17][CH2:18][c:19]1[cH:20][cH:21][cH:22][cH:23][cH:24]1.[CH2:26]([N+:27]([CH3:28])([CH3:29])[CH3:30])[c:31]1[cH:32][cH:33][cH:34][cH:35][cH:36]1.[Cl-:25].[Cl:12][CH2:13][Cl:14].[Na+:16].[OH-:15].[OH2:37].[OH:1][CH2:2][CH2:3][NH:4][C:5]([O:6][C:7]([CH3:8])([CH3:9])[CH3:10])=[O:11]>>[O:1]([CH2:2][CH2:3][NH:4][C:5]([O:6][C:7]([CH3:8])([CH3:9])[CH3:10])=[O:11])[CH2:18][c:19]1[cH:20][cH:21][cH:22][cH:23][cH:24]1.